describe an organic reaction: reactants, conditions, products, and yield From a dataset of the Open Reaction Database (ORD), a public repository of structured organic reaction records. Reactants: FC=1C=C(C(=O)N(C)C=2C=NC=CC2C2=C(C=C(C=C2)F)OC)C=C(C1)C(F)(F)F (3-Fluoro-N-[4-(4-fluoro-2-methoxy-phenyl)-pyridin-3-yl]-N-methyl-5-trifluoromethyl-benzamide), C1OCC12CN(C2)S(=O)(=O)C=2C=C(C(=O)O)C=C(C2)C(F)(F)F (3-(2-oxa-6-azaspiro[3.3]heptan-6-ylsulfonyl)-5-(trifluoromethyl)benzoic acid). Product: FC1=CC(=C(C=C1)C1=C(C=NC=C1)N(C(C1=CC(=CC(=C1)C(F)(F)F)S(=O)(=O)N1CC2(COC2)C1)=O)C)OC (N-[4-(4-Fluoro-2-methoxy-phenyl)-pyridin-3-yl]-N-methyl-3-(2-oxa-6-aza-spiro[3.3]heptane-6-sulfonyl)-5-trifluoromethyl-benzamide). RXN SMILES: F[C:2]1[CH:3]=[C:4]([CH:24]=[C:25]([C:27]([F:30])([F:29])[F:28])[CH:26]=1)[C:5]([N:7]([C:9]1[CH:10]=[N:11][CH:12]=[CH:13][C:14]=1[C:15]1[CH:20]=[CH:19][C:18]([F:21])=[CH:17][C:16]=1[O:22][CH3:23])[CH3:8])=[O:6].[CH2:31]1[C:34]2([CH2:37][N:36]([S:38](C3C=C(C=C(C(F)(F)F)C=3)C(O)=O)(=[O:40])=[O:39])[CH2:35]2)[CH2:33][O:32]1>>[F:21][C:18]1[CH:19]=[CH:20][C:15]([C:14]2[CH:13]=[CH:12][N:11]=[CH:10][C:9]=2[N:7]([CH3:8])[C:5](=[O:6])[C:4]2[CH:24]=[C:25]([C:27]([F:30])([F:28])[F:29])[CH:26]=[C:2]([S:38]([N:36]3[CH2:37][C:34]4([CH2:31][O:32][CH2:33]4)[CH2:35]3)(=[O:40])=[O:39])[CH:3]=2)=[C:16]([O:22][CH3:23])[CH:17]=1. Reported procedure: The title compound was prepared in analogy to example 90, from [4-(4-fluoro-2-methoxy-phenyl)-pyridin-3-yl]-methyl-amine (example 129, intermediate) and 3-(2-oxa-6-azaspiro[3.3]heptan-6-ylsulfonyl)-5-(trifluoromethyl)benzoic acid after a reaction time of 90 hours at room temperature. The compound was purified by silica gel chromatography on a 20 g column using an MPLC system (CombiFlash Companion, Isco Inc.) eluting with a gradient of n-heptane:EtOAc (100:0 to 0:100). Colorless solid (61%). MS (... The reactants are O1CCCC1 (tetrahydrofuran), [OH-].[Li+] (lithium hydroxide), COC1=CC=C(C=C1)C1=CC(=C(O1)C)C(CC(C)C)NC1=CC=C(C=C1)C(=O)N(CCC(=O)OCC)C (Ethyl 3-[{[4-({1-[5-(4-methoxyphenyl)-2-methylfuran-3-yl]-3-methylbutyl}amino)phenyl]carbonyl}(methyl)amino]propanoate). Solvent: C(C)O (ethanol). Reaction conditions: time 1 hour. The product is COC1=CC=C(C=C1)C1=CC(=C(O1)C)C(CC(C)C)NC1=CC=C(C=C1)C(=O)N(CCC(=O)O)C (3-[{[4-({1-[5-(4-methoxyphenyl)-2-methylfuran-3-yl]-3-methylbutyl}amino)phenyl]carbonyl}(methyl)amino]propanoic acid). The yield is 34.0%. RXN SMILES: [CH3:1][O:2][C:3]1[CH:8]=[CH:7][C:6]([C:9]2[O:13][C:12]([CH3:14])=[C:11]([CH:15]([NH:20][C:21]3[CH:26]=[CH:25][C:24]([C:27]([N:29]([CH3:37])[CH2:30][CH2:31][C:32]([O:34]CC)=[O:33])=[O:28])=[CH:23][CH:22]=3)[CH2:16][CH:17]([CH3:19])[CH3:18])[CH:10]=2)=[CH:5][CH:4]=1.O1CCCC1.[OH-].[Li+]>C(O)C>[CH3:1][O:2][C:3]1[CH:8]=[CH:7][C:6]([C:9]2[O:13][C:12]([CH3:14])=[C:11]([CH:15]([NH:20][C:21]3[CH:22]=[CH:23][C:24]([C:27]([N:29]([CH3:37])[CH2:30][CH2:31][C:32]([OH:34])=[O:33])=[O:28])=[CH:25][CH:26]=3)[CH2:16][CH:17]([CH3:19])[CH3:18])[CH:10]=2)=[CH:5][CH:4]=1 |f:2.3|. Procedure: A mixture of 5-[4-(1-chloro-3-methylbutyl)-5-methylfuran-2-yl]-2-methoxypyridine (382 mg), ethyl 3-{[(4-aminophenyl)carbonyl](methyl)amino}propanoate (400 mg), sodium carbonate (170 mg) and sodium iodide (240 mg) in N,N-dimethylacetamide (10 mL) was stirred overnight at 80° C. The reaction mixture was poured into water, and the mixture was extracted with ethyl acetate. The organic layer was washed with saturated brine, and dried over magnesium sulfate. The solvent was evaporated under reduced pr...